This data is from the Open Reaction Database (ORD), a public repository of structured organic reaction records. The task is: describe an organic reaction: reactants, conditions, products, and yield Starting materials: O1C2C1C(CCC2C2=CC=CC=C2)C2=CC=CC=C2 (1,2-Epoxy-3,6-diphenylcyclohexane), ( 100.0 ), [K+].[Br-] (KBr), ( 15.3 ), ( 12.9 ), ( 30.1 ), ( 73.6 ), ( 94.9 ), ( 7.3 ), HClO4, C(=O)([O-])[O-].[Na+].[Na+] (Na2CO3), ( 11.5 ). Conditions: time 24 hour. Procedure: 1,2-Epoxy-3,6-diphenylcyclohexane (32 mg, 0.13 mmol) was dissolved in acetone (10 mL). HClO4 (6%, 10 mL) was added and the mixture was stirred at room temperature for 24 hours. The reaction solution was neutralized with Na2CO3 and the reaction mixture was reduced to approximately half volume under reduced pressure. Extraction with CH2Cl2 and removal of the solvent yielded crude product (93% yield) as a white solid. Based upon the analyses of NMR spectra of crude and recrystallized product, react... Run in CC(=O)C (acetone). Reaction SMILES: [O:1]1[CH:3]2[CH:4]([C:14]3[CH:19]=[CH:18][CH:17]=[CH:16][CH:15]=3)[CH2:5][CH2:6][CH:7]([C:8]3[CH:13]=[CH:12][CH:11]=[CH:10][CH:9]=3)[CH:2]12.C([O-])([O-])=[O:21].[Na+].[Na+].[K+].[Br-]>CC(C)=O>[C:14]1([CH:4]2[CH2:5][CH2:6][CH:7]([C:8]3[CH:13]=[CH:12][CH:11]=[CH:10][CH:9]=3)[CH:2]([OH:21])[CH:3]2[OH:1])[CH:19]=[CH:18][CH:17]=[CH:16][CH:15]=1 |f:1.2.3,4.5|. Product: C1(=CC=CC=C1)C1C(C(C(CC1)C1=CC=CC=C1)O)O (3,6-Diphenylcyclohexan-1,2-diol). Reactants: N(=[N+]=[N-])[C@H](C(=O)O)[C@H](C1CCOCC1)C1=CC=C(C=C1)F ((2S,3R)-2-azido-3-(4-fluorophenyl)-3-(tetrahydro-2H-pyran-4-yl)propanoic acid), NC1=C(CC[C@@H]2CN([C@@H](CO2)COC(NCC(F)(F)F)=O)C(=O)OC(C)(C)C)C(=CC=C1)F ((2R,5S)-tert-butyl 2-(2-amino-6-fluorophenethyl)-5-((((2,2,2-trifluoroethyl)carbamoyl)oxy)methyl)morpholine-4-carboxylate). Yields the product FC1=CC=C([C@H]([C@H](N)C(=O)NC2=C(C(=CC=C2)F)CC[C@@H]2CN[C@@H](CO2)COC(NCC(F)(F)F)=O)C2CCOCC2)C=C1 ((βR)-4-Fluoro-N-(3-fluoro-2-{2-[(2R,5S)-5-({[(2,2,2-trifluoroethyl)carbamoyl]oxy}methyl)morpholin-2-yl]ethyl}phenyl)-β-(tetrahydro-2H-pyran-4-yl)-L-phenylalaninamide). Reaction SMILES: [N:1]([C@@H:4]([C@@H:8]([C:15]1[CH:20]=[CH:19][C:18]([F:21])=[CH:17][CH:16]=1)[CH:9]1[CH2:14][CH2:13][O:12][CH2:11][CH2:10]1)[C:5]([OH:7])=O)=[N+]=[N-].[NH2:22][C:23]1[CH:53]=[CH:52][CH:51]=[C:50]([F:54])[C:24]=1[CH2:25][CH2:26][C@H:27]1[O:32][CH2:31][C@@H:30]([CH2:33][O:34][C:35](=[O:42])[NH:36][CH2:37][C:38]([F:41])([F:40])[F:39])[N:29](C(OC(C)(C)C)=O)[CH2:28]1>>[F:21][C:18]1[CH:19]=[CH:20][C:15]([C@@H:8]([CH:9]2[CH2:14][CH2:13][O:12][CH2:11][CH2:10]2)[C@@H:4]([C:5]([NH:22][C:23]2[CH:53]=[CH:52][CH:51]=[C:50]([F:54])[C:24]=2[CH2:25][CH2:26][C@H:27]2[O:32][CH2:31][C@@H:30]([CH2:33][O:34][C:35](=[O:42])[NH:36][CH2:37][C:38]([F:41])([F:40])[F:39])[NH:29][CH2:28]2)=[O:7])[NH2:1])=[CH:16][CH:17]=1. Reported procedure: The title compound was prepared from (2S,3R)-2-azido-3-(4-fluorophenyl)-3-(tetrahydro-2H-pyran-4-yl)propanoic acid (Example 1033, step 1) and the product of step 4 of Example 99 using the procedures given in steps 2-4 of Example 93. MS (ES) m/z=629 (M+H)+. Starting materials: CC(C)(C)OC(=O)N1CCN(c2ccc(F)cc2C(F)(F)F)CC1, CC(Cl)Cl, ClCCl, O=C(O)C(F)(F)F. Product: Fc1ccc(N2CCNCC2)c(C(F)(F)F)c1. RXN SMILES: [C:1]([O:2][C:3](=[O:4])[N:8]1[CH2:9][CH2:10][N:11]([c:14]2[c:15]([C:21]([F:22])([F:23])[F:24])[cH:16][c:17]([F:20])[cH:18][cH:19]2)[CH2:12][CH2:13]1)([CH3:5])([CH3:6])[CH3:7].[Cl:32][CH:33]([Cl:34])[CH3:35].[Cl:36][CH2:37][Cl:38].[F:25][C:26]([F:27])([F:28])[C:29]([OH:30])=[O:31]>>[NH:8]1[CH2:9][CH2:10][N:11]([c:14]2[c:15]([C:21]([F:22])([F:23])[F:24])[cH:16][c:17]([F:20])[cH:18][cH:19]2)[CH2:12][CH2:13]1. Starting materials: COC(=O)c1cc(N)nc(Cl)n1, COCCOC, COc1c(Cl)ccc(B(O)O)c1F, O, Cl[Pd]Cl, c1ccc(P(c2ccccc2)c2ccccc2)cc1, c1ccc(P(c2ccccc2)c2ccccc2)cc1. Yields the product COC(=O)c1cc(N)nc(-c2ccc(Cl)c(OC)c2F)n1. As a reaction SMILES: [CH3:1][O:2][C:3](=[O:4])[c:5]1[n:6][c:7]([Cl:12])[n:8][c:9]([NH2:11])[cH:10]1.[CH3:26][O:27][CH2:28][CH2:29][O:30][CH3:31].[Cl:13][c:14]1[c:15]([O:24][CH3:25])[c:16]([F:23])[c:17]([B:20]([OH:21])[OH:22])[cH:18][cH:19]1.[OH2:32].[Pd:33]([Cl:34])[Cl:35].[c:36]1([P:37]([c:38]2[cH:39][cH:40][cH:41][cH:42][cH:43]2)[c:44]2[cH:45][cH:46][cH:47][cH:48][cH:49]2)[cH:50][cH:51][cH:52][cH:53][cH:54]1.[c:55]1([P:56]([c:57]2[cH:58][cH:59][cH:60][cH:61][cH:62]2)[c:63]2[cH:64][cH:65][cH:66][cH:67][cH:68]2)[cH:69][cH:70][cH:71][cH:72][cH:73]1>>[CH3:1][O:2][C:3](=[O:4])[c:5]1[n:6][c:7](-[c:17]2[c:16]([F:23])[c:15]([O:24][CH3:25])[c:14]([Cl:13])[cH:19][cH:18]2)[n:8][c:9]([NH2:11])[cH:10]1. Starting materials: CCN(C(C)C)C(C)C, CC#N, CNC(=O)c1c(-c2ccc(F)cc2)oc2ccc(-c3cc(C(=O)O)c(OC)cc3C)c(F)c12, CN(C)C=O, NC1(c2nc3cnccc3[nH]2)CC1. The product is CNC(=O)c1c(-c2ccc(F)cc2)oc2ccc(-c3cc(C(=O)NC4(c5nc6cnccc6[nH]5)CC4)c(OC)cc3C)c(F)c12. RXN SMILES: [CH2:34]([N:35]([CH:36]([CH3:37])[CH3:38])[CH:39]([CH3:40])[CH3:41])[CH3:42].[CH3:61][C:62]#[N:63].[F:1][c:2]1[c:3](-[c:22]2[c:23]([CH3:33])[cH:24][c:25]([O:31][CH3:32])[c:26]([C:27](=[O:28])[OH:29])[cH:30]2)[cH:4][cH:5][c:6]2[c:7]1[c:8]([C:18]([NH:19][CH3:20])=[O:21])[c:9](-[c:11]1[cH:12][cH:13][c:14]([F:17])[cH:15][cH:16]1)[o:10]2.[O:56]=[CH:57][N:58]([CH3:59])[CH3:60].[nH:43]1[c:44]([C:52]2([NH2:55])[CH2:53][CH2:54]2)[n:45][c:46]2[cH:47][n:48][cH:49][cH:50][c:51]12>>[F:1][c:2]1[c:3](-[c:22]2[c:23]([CH3:33])[cH:24][c:25]([O:31][CH3:32])[c:26]([C:27](=[O:29])[NH:55][C:52]3([c:44]4[nH:43][c:51]5[c:46]([n:45]4)[cH:47][n:48][cH:49][cH:50]5)[CH2:53][CH2:54]3)[cH:30]2)[cH:4][cH:5][c:6]2[c:7]1[c:8]([C:18]([NH:19][CH3:20])=[O:21])[c:9](-[c:11]1[cH:12][cH:13][c:14]([F:17])[cH:15][cH:16]1)[o:10]2. Starting materials: N#CCCc1ccncc1, CC[O-], CCO, NCCCCN, NCCCCN, [Na+], Cc1ccc(S(=O)(=O)O)cc1, Cc1ccc(S(=O)(=O)O)cc1. Product: c1cc(CCC2=NCCCCN2)ccn1. Reaction SMILES: [C:1](#[N:2])[CH2:3][CH2:4][c:5]1[cH:6][cH:7][n:8][cH:9][cH:10]1.[CH3:45][CH2:46][O-:47].[CH3:49][CH2:50][OH:51].[NH2:11][CH2:12][CH2:13][CH2:14][CH2:15][NH2:16].[NH2:39][CH2:40][CH2:41][CH2:42][CH2:43][NH2:44].[Na+:48].[c:17]1([CH3:18])[cH:19][cH:20][c:21]([S:22]([OH:23])(=[O:24])=[O:25])[cH:26][cH:27]1.[c:28]1([CH3:29])[cH:30][cH:31][c:32]([S:33]([OH:34])(=[O:35])=[O:36])[cH:37][cH:38]1>>[C:1]1([CH2:3][CH2:4][c:5]2[cH:6][cH:7][n:8][cH:9][cH:10]2)=[N:2][CH2:15][CH2:14][CH2:13][CH2:12][NH:11]1.